This data is from the Open Reaction Database (ORD), a public repository of structured organic reaction records. The task is: describe an organic reaction: reactants, conditions, products, and yield The reactants are ClC=1C=NC=C(C1NC1=CC(OC2=C(C(=CC=C12)OC)OCC(=O)O)=O)Cl (2-(4-(3,5-Dichloropyridin-4-ylamino)-7-methoxy-2-oxo-2H-chromen-8-yloxy)acetic acid), [Si](C)(C)(C)ON (TMSONH2). The product is ClC=1C=NC=C(C1NC1=CC(OC2=C(C(=CC=C12)OC)OCC(=O)NO)=O)Cl (2-(4-(3,5-Dichloropyridin-4-ylamino)-7-methoxy-2-oxo-2H-chromen-8-yloxy)-N-hydroxyacetamide). As a reaction SMILES: [Cl:1][C:2]1[CH:3]=[N:4][CH:5]=[C:6]([Cl:27])[C:7]=1[NH:8][C:9]1[C:18]2[C:13](=[C:14]([O:21][CH2:22][C:23](O)=[O:24])[C:15]([O:19][CH3:20])=[CH:16][CH:17]=2)[O:12][C:11](=[O:26])[CH:10]=1.[Si]([O:32][NH2:33])(C)(C)C>>[Cl:1][C:2]1[CH:3]=[N:4][CH:5]=[C:6]([Cl:27])[C:7]=1[NH:8][C:9]1[C:18]2[C:13](=[C:14]([O:21][CH2:22][C:23]([NH:33][OH:32])=[O:24])[C:15]([O:19][CH3:20])=[CH:16][CH:17]=2)[O:12][C:11](=[O:26])[CH:10]=1. Procedure details: The title compound was prepared from 2-(4-(3,5-dichloropyridin-4-ylamino)-7-methoxy-2-oxo-2H-chromen-8-yloxy)acetic acid (Example 49) following the procedure outlined in Example 84 (except TMSONH2 in place of NH2OH•HCl). 1H NMR (400 MHz, DMSO-d6): δ 10.64 (s, 1H), 9.54 (s, 1H), 8.82 (s, 2H), 7.97 (d, 1H), 7.23 (d, 1H), 4.65 (s, 1H), 4.43 (s, 2H), 3.93 (s, 3H); MS (ESI): 425.8.